From a dataset of the Open Reaction Database (ORD), a public repository of structured organic reaction records. describe an organic reaction: reactants, conditions, products, and yield The reactants are CC(=O)[O-], COc1ccc([N+](=O)[O-])cc1I, [K+], N#N, CN(C)C=O, c1cscn1. Product: COc1ccc([N+](=O)[O-])cc1-c1cncs1. Reaction SMILES: [CH3:21][C:22](=[O:23])[O-:24].[I:3][c:4]1[c:5]([O:13][CH3:14])[cH:6][cH:7][c:8]([N+:10](=[O:11])[O-:12])[cH:9]1.[K+:20].[N:1]#[N:2].[O:25]=[CH:26][N:27]([CH3:28])[CH3:29].[cH:15]1[cH:16][s:17][cH:18][n:19]1>>[c:4]1(-[c:16]2[cH:15][n:19][cH:18][s:17]2)[c:5]([O:13][CH3:14])[cH:6][cH:7][c:8]([N+:10](=[O:11])[O-:12])[cH:9]1. Run in C(Cl)Cl (CH2Cl2). Starting materials: ClC1=C(C=C(C=C1)CC#N)CO ([4-chloro-3-(hydroxymethyl)phenyl]acetonitrile), CC(=O)OI1(C=2C=CC=CC2C(=O)O1)(OC(=O)C)OC(=O)C (Dess-Martin periodinane). Reported procedure: To a solution of [4-chloro-3-(hydroxymethyl)phenyl]acetonitrile from the previous step (1 eq.) in CH2Cl2 (0.14 M) was added Dess-Martin periodinane (1.1 eq.) portionwise. The resulting suspension was stirred at RT for 3 h. The reaction was quenched with MeOH and H2O. The organic layer was separated and the aqueous layer was back-extracted with EtOAc. The combined organic extracts were washed sat. aq. NaHCO3 and brine, dried over Na2SO4 and filtered. Concentration of the filtrate in vacuo afforde... Reaction conditions: time 3 hour. Reaction SMILES: [Cl:1][C:2]1[CH:7]=[CH:6][C:5]([CH2:8][C:9]#[N:10])=[CH:4][C:3]=1[CH2:11][OH:12].CC(OI1(OC(C)=O)(OC(C)=O)OC(=O)C2C=CC=CC1=2)=O>C(Cl)Cl>[Cl:1][C:2]1[CH:7]=[CH:6][C:5]([CH2:8][C:9]#[N:10])=[CH:4][C:3]=1[CH:11]=[O:12]. The product is ClC1=C(C=C(C=C1)CC#N)C=O (4-Chloro-3-formylphenyl acetonitrile). Product: CC1(CC(C=2C(=C(SC2SC)C2=CC=NO2)C1)=O)C (6,6-Dimethyl-1-(isoxazol-5-yl)-3-methylthio-4,5,6,7-tetrahydrobenzo [c]thiophen-4-one). The solvent is C(C)O (ethanol), O (water). As a reaction SMILES: [CH3:1][C:2]1([CH3:19])[CH2:17][C:6]2=[C:7]([C:12](=[O:16])[CH:13]=[CH:14]O)[S:8][C:9]([S:10][CH3:11])=[C:5]2[C:4](=[O:18])[CH2:3]1.Cl.[NH2:21]O>C(O)C.O>[CH3:1][C:2]1([CH3:19])[CH2:17][C:6]2=[C:7]([C:12]3[O:16][N:21]=[CH:14][CH:13]=3)[S:8][C:9]([S:10][CH3:11])=[C:5]2[C:4](=[O:18])[CH2:3]1 |f:1.2|. Procedure: A solution of 6,6-dimethyl-1-(3-hydroxy-1-oxoprop-2-enyl)-3-methylthio-4,5,6,7-tetrahydrobenzo [c]thiophen-4-one (200 mg, 0.68 mmol) in ethanol (14 mL) and water (1.6 mL) was heated to 80° C., after which hydroxylamine hydrochloride (52 mg, 0.74 mmol) was added. The mixture was heated at reflux for 4 h, after which time the solvent was removed in vacuo and the residue triturated in hexane/ether. The isoxazole (50 mg, 20%) was isolated as a colourless solid. mp 143-145° C. 1H NMR (360 MHz, CDCl3)... The reactants are CC1(CC(C=2C(=C(SC2SC)C(C=CO)=O)C1)=O)C (6,6-dimethyl-1-(3-hydroxy-1-oxoprop-2-enyl)-3-methylthio-4,5,6,7-tetrahydrobenzo [c]thiophen-4-one), Cl.NO (hydroxylamine hydrochloride). The yield is 25.1%. Reactants: CCCCCc1ccc(C2CCC(C=C(Br)Br)CC2)cc1, [Li]CCCC, CCCCCC, C1CCOC1, O. The product is C#CC1CCC(c2ccc(CCCCC)cc2)CC1. As a reaction SMILES: [Br:1][C:2](=[CH:3][CH:4]1[CH2:5][CH2:6][CH:7]([c:10]2[cH:11][cH:12][c:13]([CH2:16][CH2:17][CH2:18][CH2:19][CH3:20])[cH:14][cH:15]2)[CH2:8][CH2:9]1)[Br:21].[CH2:22]([Li:23])[CH2:24][CH2:25][CH3:26].[CH3:33][CH2:34][CH2:35][CH2:36][CH2:37][CH3:38].[O:28]1[CH2:29][CH2:30][CH2:31][CH2:32]1.[OH2:27]>>[CH:2]#[C:3][CH:4]1[CH2:5][CH2:6][CH:7]([c:10]2[cH:11][cH:12][c:13]([CH2:16][CH2:17][CH2:18][CH2:19][CH3:20])[cH:14][cH:15]2)[CH2:8][CH2:9]1. Starting materials: COC(=O)c1ncsc1N, O=C(O)Cc1cccc2cnccc12. RXN SMILES: [NH2:1][c:2]1[c:3]([C:7](=[O:8])[O:9][CH3:10])[n:4][cH:5][s:6]1.[cH:11]1[n:12][cH:13][cH:14][c:15]2[c:16]([CH2:21][C:22](=[O:23])[OH:24])[cH:17][cH:18][cH:19][c:20]12>>[NH:1]([c:2]1[c:3]([C:7](=[O:8])[O:9][CH3:10])[n:4][cH:5][s:6]1)[C:22]([CH2:21][c:16]1[c:15]2[cH:14][cH:13][n:12][cH:11][c:20]2[cH:19][cH:18][cH:17]1)=[O:23]. Product: COC(=O)c1ncsc1NC(=O)Cc1cccc2cnccc12.